describe an organic reaction: reactants, conditions, products, and yield From a dataset of the Open Reaction Database (ORD), a public repository of structured organic reaction records. Reactants: COC(C(CBr)(C)C)=O (3-bromo-2,2-dimethylpropionic acid methyl ester), C[Si]([O-])(C)C.[K+] (potassium trimethylsilanolate), C(#N)C=1C=CC2=C(N=C(O2)C(C(F)(F)F)(O)C2=C3C=CN(C3=C(C=C2OC)C)C(=O)OC(C)(C)C)C1 (tert-butyl 4-(1-(5-cyanobenzo[d]oxazol-2-yl)-2,2,2-trifluoro-1-hydroxyethyl)-5-methoxy-7-methyl-1H-indole-1-carboxylate), [H-].[Na+] (NaH), C[Si]([O-])(C)C.[K+] (potassium trimethylsilanolate). Solvent: CCOC(=O)C (EtOAc), Cl (HCl), [Cl-].[Na+].O (brine), C1CCOC1 (THF), CCOC(=O)C (EtOAc), CN(C)C=O (DMF), C1CCOC1 (THF). Run at temperature 90 celsius, time 15 minute. Product: C(#N)C=1C=CC2=C(N=C(O2)C(C(F)(F)F)(OCC(C(=O)O)(C)C)C2=C3C=CNC3=C(C=C2OC)C)C1 ((±)-3-(1-(5-cyanobenzo[d]oxazol-2-yl)-2,2,2-trifluoro-1-(5-methoxy-7-methyl-1H-indol-4-yl)ethoxy)-2,2-dimethylpropanoic acid). RXN SMILES: [C:1]([C:3]1[CH:4]=[CH:5][C:6]2[O:10][C:9]([C:11]([C:17]3[C:25]([O:26][CH3:27])=[CH:24][C:23]([CH3:28])=[C:22]4[C:18]=3[CH:19]=[CH:20][N:21]4C(OC(C)(C)C)=O)([OH:16])[C:12]([F:15])([F:14])[F:13])=[N:8][C:7]=2[CH:36]=1)#[N:2].[H-].[Na+].C[O:40][C:41](=[O:47])[C:42]([CH3:46])([CH3:45])[CH2:43]Br.C[Si](C)(C)[O-].[K+]>CN(C=O)C.CCOC(C)=O.C1COCC1.Cl.[Cl-].[Na+].O>[C:1]([C:3]1[CH:4]=[CH:5][C:6]2[O:10][C:9]([C:11]([C:17]3[C:25]([O:26][CH3:27])=[CH:24][C:23]([CH3:28])=[C:22]4[C:18]=3[CH:19]=[CH:20][NH:21]4)([O:16][CH2:43][C:42]([CH3:46])([CH3:45])[C:41]([OH:47])=[O:40])[C:12]([F:15])([F:13])[F:14])=[N:8][C:7]=2[CH:36]=1)#[N:2] |f:1.2,4.5,10.11.12|. Procedure details: To a suspension of (±)-2-(2,2,2-trifluoro-1-hydroxy-1-(5-methoxy-7-methyl-1H-indol-4-yl)ethyl)benzo[d]oxazole-5-carbonitrile (Example 128-A) (50 mg, 0.100 mmol) in DMF (0.3 ml), NaH (oil dispersion, 60%) (11.96 mg, 0.299 mmol) was added at rt under nitrogen. After stirring for 15 min., 3-bromo-2,2-dimethylpropionic acid methyl ester (0.043 ml, 0.299 mmol; CAS#30452-00-7) was added at the same temperature. The mixture was warmed up to 90° C. After stirring for 2 h, the mixture was cooled to rt an... Reactants: [N+](=O)([O-])[O-].[Ag+] (silver nitrate), CC=1C=CN=C(N1)NS(=O)(=O)C=2C=CC(=CC2)N (sulfamerazine), [OH-].[Na+] (NaOH), CC=1C=CN=C(N1)NS(=O)(=O)C=2C=CC(=CC2)N (sulfamerazine), [N+](=O)([O-])[O-].[Ag+] (silver nitrate). Reagents/catalysts: [N+](=O)(O)[O-] (nitric acid). Run in O (water), O (water). Product: [Ag].CC=1C=CN=C(N1)NS(=O)(=O)C=2C=CC(=CC2)N (Silver Sulfamerazine). As a reaction SMILES: [CH3:1][C:2]1[CH:3]=[CH:4][N:5]=[C:6]([NH:8][S:9]([C:12]2[CH:13]=[CH:14][C:15]([NH2:18])=[CH:16][CH:17]=2)(=[O:11])=[O:10])[N:7]=1.[OH-].[Na+].[N+]([O-])([O-])=O.[Ag+:25]>O.[N+]([O-])(O)=O>[Ag:25].[CH3:1][C:2]1[CH:3]=[CH:4][N:5]=[C:6]([NH:8][S:9]([C:12]2[CH:17]=[CH:16][C:15]([NH2:18])=[CH:14][CH:13]=2)(=[O:11])=[O:10])[N:7]=1 |f:1.2,3.4,7.8|. Reported procedure: Silver Sulfamerazine was prepared using 26.43 g sulfamerazine, 300 ml of water, 4.00 grams of NaOH warming to 70 degree C. until dissolved. 16.99 grams of silver nitrate in 300 grams of water with 1 drop of 10% nitric acid and warming to 70 degree C. The sulfamerazine solution was added to the silver nitrate solution with stirring. Silver sulfamerazine precipitated as a fine white powder. This was filtered and washed three times with water and dried overnight at 60 deg to give an off-white powde... Reported procedure: 2-(4-((6-chloro-3-formyl-1,5-naphthyridin-4-yl)amino)phenyl)-2-methylpropionitrile (2.5 g, 7.1 mmol) was dissolved in ethanol (100 mL), added 3 mL of a solution of methylamine in ethanol (concentration 27%), stirred at room temperature for 10 h. Then, to the system added sodium borohydride (1.5 g, 3.97 mol), continued stirring at room temperature for 18 h, and the reaction was quenched with a saturated aqueous solution of sodium carbonate. Concentrated under reduced pressure to remove ethanol, e... Starting materials: [BH4-].[Na+] (sodium borohydride), ClC=1N=C2C(=C(C=NC2=CC1)C=O)NC1=CC=C(C=C1)C(C#N)(C)C (2-(4-((6-chloro-3-formyl-1,5-naphthyridin-4-yl)amino)phenyl)-2-methylpropionitrile), solution, CN (methylamine). Run at time 10 hour. The product is ClC=1N=C2C(=C(C=NC2=CC1)CNC)NC1=CC=C(C=C1)C(C#N)(C)C (2-(4-((6-chloro-3-((methylamino)methyl)-1,5-naphthyridin-4-yl)amino)phenyl)-2-methylpropionitrile). The solvent is C(C)O (ethanol), C(C)O (ethanol). Reaction SMILES: [Cl:1][C:2]1[N:3]=[C:4]2[C:9](=[CH:10][CH:11]=1)[N:8]=[CH:7][C:6]([CH:12]=O)=[C:5]2[NH:14][C:15]1[CH:20]=[CH:19][C:18]([C:21]([CH3:25])([CH3:24])[C:22]#[N:23])=[CH:17][CH:16]=1.[CH3:26][NH2:27].[BH4-].[Na+]>C(O)C>[Cl:1][C:2]1[N:3]=[C:4]2[C:9](=[CH:10][CH:11]=1)[N:8]=[CH:7][C:6]([CH2:12][NH:27][CH3:26])=[C:5]2[NH:14][C:15]1[CH:20]=[CH:19][C:18]([C:21]([CH3:25])([CH3:24])[C:22]#[N:23])=[CH:17][CH:16]=1 |f:2.3|. The reactants are ClC=1C=CC=2N(N1)C(=CN2)C2=NC1=CC=CC=C1C=C2 ((6-Chloro-imidazo[1,2-b]pyridazin-3-yl)-quinoline), C(#N)[Cu] (CuCN), CN1CCCC1=O (NMP). The solvent is CCOC(=O)C (EtOAc). Yields the product N1=CC=CC2=CC(=CC=C12)CC1=CN=C2N1N=C(C=C2)C#N (3-Quinolin-6-ylmethyl-imidazo[1,2-b]pyridazine-6-carbonitrile). Reaction SMILES: Cl[C:2]1[CH:3]=[CH:4][C:5]2[N:6]([C:8]([C:11]3[CH:20]=[CH:19][C:18]4[C:13](=[CH:14][CH:15]=[CH:16][CH:17]=4)[N:12]=3)=[CH:9][N:10]=2)[N:7]=1.[C:21]([Cu])#[N:22].[CH3:24]N1C(=O)CCC1>CCOC(C)=O>[N:12]1[C:13]2[C:14](=[CH:24][C:20]([CH2:11][C:8]3[N:6]4[N:7]=[C:2]([C:21]#[N:22])[CH:3]=[CH:4][C:5]4=[N:10][CH:9]=3)=[CH:19][CH:18]=2)[CH:15]=[CH:16][CH:17]=1. Procedure: (6-Chloro-imidazo[1,2-b]pyridazin-3-yl)-quinoline (Example 14) (50 mg, 0.17 mmol) and CuCN (23 mg, 0.26 mmol) in 0.5 mL NMP were heated under microwave irradiation at 230° C. for 9.5 h. The RM was diluted with EtOAc and washed with aqueous saturated NaHCO3 and brine, dried over Na2SO4, filtered and evaporated to dryness. The residue was purified by preparative HPLC with acetonitrile and water (+0.1% TFA) to yield the title compound as a yellow solid (tR 2.16 min (conditions 8), MH+=286). Reactants: [Br-], C1=Cc2ccccc21, C=C[Si](C)(C)O[Si](C)(C)C=C, C1=Cc2ccccc21, [Pd]. Product: Brc1ccc2c(c1)C=C2, C=C[Si](C)(C)O[Si](C)(C)C=C. Reaction SMILES: [Br-:1].[CH:10]1=[CH:17][c:16]2[c:11]1[cH:12][cH:13][cH:14][cH:15]2.[CH:18](=[CH2:19])[Si:20]([O:21][Si:22]([CH3:23])([CH3:24])[CH:25]=[CH2:26])([CH3:27])[CH3:28].[CH:2]1=[CH:3][c:4]2[c:5]1[cH:6][cH:7][cH:8][cH:9]2.[Pd:29]>>[Br:1][c:8]1[cH:7][cH:6][c:5]2[c:4]([cH:9]1)[CH:3]=[CH:2]2.[CH:18](=[CH2:19])[Si:20]([O:21][Si:22]([CH3:23])([CH3:24])[CH:25]=[CH2:26])([CH3:27])[CH3:28]. Starting materials: S(O)(O)(=O)=O (sulfuric acid), C1(=CC=CC=C1)O (phenol), BrC1=CC=2C(C3=CC(=CC=C3C2C=C1)Br)(O)C1=C(C=CC(=C1)C)C (2,7-dibromo-9-(2,5-dimethylphenyl)fluoren-9-ol), SC(C(=O)O)C (mercapto-propionic acid). The solvent is O (water), CO (MeOH), C1(=CC=CC=C1)C (toluene). Conditions: temperature 60 celsius, time 2 hour. Yields the product BrC1=CC=2C(C3=CC(=CC=C3C2C=C1)Br)(C1=CC=C(C=C1)O)C1=C(C=CC(=C1)C)C (2,7-Dibromo-9-(2,5-dimethylphenyl)-9-(4-hydroxyphenyl)fluorene). Reaction SMILES: [C:1]1([OH:7])[CH:6]=[CH:5][CH:4]=[CH:3][CH:2]=1.[Br:8][C:9]1[CH:21]=[CH:20][C:19]2[C:18]3[C:13](=[CH:14][C:15]([Br:22])=[CH:16][CH:17]=3)[C:12]([C:24]3[CH:29]=[C:28]([CH3:30])[CH:27]=[CH:26][C:25]=3[CH3:31])(O)[C:11]=2[CH:10]=1.SC(C)C(O)=O.S(=O)(=O)(O)O>O.CO.C1(C)C=CC=CC=1>[Br:8][C:9]1[CH:21]=[CH:20][C:19]2[C:18]3[C:13](=[CH:14][C:15]([Br:22])=[CH:16][CH:17]=3)[C:12]([C:24]3[CH:29]=[C:28]([CH3:30])[CH:27]=[CH:26][C:25]=3[CH3:31])([C:4]3[CH:5]=[CH:6][C:1]([OH:7])=[CH:2][CH:3]=3)[C:11]=2[CH:10]=1. Procedure: 9.5 g of phenol were mixed with 22.2 g of 2,7-dibromo-9-(2,5-dimethylphenyl)fluoren-9-ol, 25 ml of toluene and 0.1 ml of mercapto-propionic acid. 5 ml of concentrated sulfuric acid were subsequently added dropwise. The batch was then stirred at 60° C. for about 2 hours, and finally 100 ml of MeOH and 100 ml of water were added. The solid was filtered off with suction and further purified by stirring with ethanol. Starting materials: NC=1C=C2C=CNC2=C(C1)C(C)=O (5-amino-7-acetylindole), solution, C[Si](C)(C)[N-][Si](C)(C)C.[Li+] (lithium bis(trimethylsilyl)amide). Reagents/catalysts: [Br-].C[P+](C1=CC=CC=C1)(C1=CC=CC=C1)C1=CC=CC=C1 (methyltriphenylphosponium bromide). Run in C1CCOC1 (THF), C1CCOC1 (THF). Conditions: temperature -78 celsius, time 1 hour. The product is C(=C)(C)C=1C=C(C=C2C=CNC12)N (7-Isopropenyl-5-aminoindole). Yield: 83.9%. Reaction SMILES: [CH3:1][Si]([N-][Si](C)(C)C)(C)C.[Li+].[NH2:11][C:12]1[CH:13]=[C:14]2[C:18](=[C:19]([C:21](=O)[CH3:22])[CH:20]=1)[NH:17][CH:16]=[CH:15]2>[Br-].C[P+](C1C=CC=CC=1)(C1C=CC=CC=1)C1C=CC=CC=1.C1COCC1>[C:21]([C:19]1[CH:20]=[C:12]([NH2:11])[CH:13]=[C:14]2[C:18]=1[NH:17][CH:16]=[CH:15]2)([CH3:22])=[CH2:1] |f:0.1,3.4|. Reported procedure: To a solution of methyltriphenylphosponium bromide (3.8 g, 10 mmol) in 40 mL of THF was added 15 mL of a solution of lithium bis(trimethylsilyl)amide (15 mmol) and the resulting reaction mixture was stirred for 1 h at −78° C. A solution of 5-amino-7-acetylindole (0.55 g, 3.1 mmol) in 10 mL of THF was added into the solution slowly for 0.5 h period. The reaction mixture was slowly warmed to 25° C. and stirred for 12 h at the temperature. Column chromatographic separation of reaction mixture (50% ... Reactants: CC(=O)OC1CSC(Br)C(OC(C)=O)C1OC(C)=O, Sc1ccccc1. Product: CC(=O)OC1CSC(Sc2ccccc2)C(OC(C)=O)C1OC(C)=O. Reaction SMILES: [C:8]([CH3:9])(=[O:10])[O:11][CH:12]1[CH:13]([Br:26])[S:14][CH2:15][CH:16]([O:22][C:23]([CH3:24])=[O:25])[CH:17]1[O:18][C:19]([CH3:20])=[O:21].[SH:1][c:2]1[cH:3][cH:4][cH:5][cH:6][cH:7]1>>[S:1]([c:2]1[cH:3][cH:4][cH:5][cH:6][cH:7]1)[CH:13]1[CH:12]([O:11][C:8]([CH3:9])=[O:10])[CH:17]([O:18][C:19]([CH3:20])=[O:21])[CH:16]([O:22][C:23]([CH3:24])=[O:25])[CH2:15][S:14]1. Starting materials: O=C1C(N=C(C2=C(N1)C=C1C(=C2)OCO1)C1=CC=CC=C1)NC(OCC1=CC=CC=C1)=O (Benzyl (6-oxo-9-phenyl-6,7-dihydro-5H-[1,3]dioxolo[4′,5′:4,5]benzo[1,2-e][1,4]diazepin-7-yl)carbamate), IC1=NC=CC=C1 (2-iodopyridine). The product is N[C@H]1N=C(C2=C(N(C1=O)C1=NC=CC=C1)C=C1C(=C2)OCO1)C1=CC=CC=C1 ((S)-7-Amino-9-phenyl-5-(pyridin-2-yl)-5H-[1,3]dioxolo[4′,5′:4,5]benzo[1,2-e][1,4]diazepin-6(7H)-one), Intermediate 4E. As a reaction SMILES: [O:1]=[C:2]1[NH:8][C:7]2[CH:9]=[C:10]3[O:15][CH2:14][O:13][C:11]3=[CH:12][C:6]=2[C:5]([C:16]2[CH:21]=[CH:20][CH:19]=[CH:18][CH:17]=2)=[N:4][CH:3]1[NH:22]C(=O)OCC1C=CC=CC=1.I[C:34]1[CH:39]=[CH:38][CH:37]=[CH:36][N:35]=1>>[NH2:22][C@@H:3]1[C:2](=[O:1])[N:8]([C:34]2[CH:39]=[CH:38][CH:37]=[CH:36][N:35]=2)[C:7]2[CH:9]=[C:10]3[O:15][CH2:14][O:13][C:11]3=[CH:12][C:6]=2[C:5]([C:16]2[CH:21]=[CH:20][CH:19]=[CH:18][CH:17]=2)=[N:4]1. Procedure: Intermediate 3E was prepared from Intermediate 3D and 2-iodopyridine according to the procedure described for Example 1. The racemate was purified by preparative SFC chromatography (Berger SFC MGII, OD-H 250×30 mm ID, 5 μm, 73/17 CO2/MeOH, 85 mL/min) to give Intermediate 4E. RT=1.668 min (H2O/CH3OH with TFA, CHROMOLITH® ODS S5 4.6×50 mm, gradient=3 min, wavelength=220 and 254 nm); MS(ES):m/z=373.2 [M+H+].